This data is from the Open Reaction Database (ORD), a public repository of structured organic reaction records. The task is: describe an organic reaction: reactants, conditions, products, and yield The reactants are C1(O)=CC(O)=CC=C1 (resorcinol), C(C(=O)O)(=O)O (oxalic acid), C1=CC(=CC=C1O)C (p-cresol), C1(O)=CC(O)=CC=C1 (resorcinol), C1=CC(=CC=C1O)C (p-cresol). Product: C1(O)=CC(O)=CC=C1.C1=CC(=CC=C1O)C (resorcinol p-cresol). As a reaction SMILES: [C:1]1([CH:8]=[CH:7][CH:6]=[C:4]([OH:5])[CH:3]=1)[OH:2].C(O)(=O)C(O)=O.[CH:15]1[C:20]([OH:21])=[CH:19][CH:18]=[C:17]([CH3:22])[CH:16]=1>>[C:1]1([CH:8]=[CH:7][CH:6]=[C:4]([OH:5])[CH:3]=1)[OH:2].[CH:19]1[C:20]([OH:21])=[CH:15][CH:16]=[C:17]([CH3:22])[CH:18]=1 |f:3.4|. Reported procedure: Subsequently, the reflux condenser on the flask is substituted with a separator, and then the temperature of the mixture is adjusted to 60° C. and thereto are added resorcinol (220 g, 2.0 mol) and oxalic acid (11 g). After dissolving completely, the temperature of the mixture is raised, and thereby, the pre-polycondensate of p-cresol is reacted with resorcinol for 4 hours, during which the produced water-toluene azeotrope is led to the separator. The toluene separated is circulated to the flask ... Starting materials: BrBr (bromine), BrBr (bromine), S([O-])(O)=O.[Na+] (sodium bisulfite), ClC=1C(=C(C=CC1)SC)C1=CC=CC=C1 (3-chloro-2-phenyl(methylthio)benzene), ferric chloride. Run in ClCCCl (1,2-dichloroethane), ClCCCl (1,2-dichloroethane). Run at time 15 minute. Product: ClC=1C(=C(C=CC1Br)SC)C1=CC=CC=C1 (3-Chloro-4-bromo-2-phenyl(methylthio)benzene). Reaction SMILES: [Br:1]Br.[Cl:3][C:4]1[C:5]([C:12]2[CH:17]=[CH:16][CH:15]=[CH:14][CH:13]=2)=[C:6]([S:10][CH3:11])[CH:7]=[CH:8][CH:9]=1.S(=O)(O)[O-].[Na+]>ClCCCl>[Cl:3][C:4]1[C:5]([C:12]2[CH:13]=[CH:14][CH:15]=[CH:16][CH:17]=2)=[C:6]([S:10][CH3:11])[CH:7]=[CH:8][C:9]=1[Br:1] |f:2.3|. Procedure: A solution of 3.3 g (20 mmol) of bromine dissolved in 10 mL of 1,2-dichloroethane was added dropwise with stirring to a solution of 4.0 g (17 mmol) of 3-chloro-2-phenyl(methylthio)benzene in 50 mL of 1,2-dichloroethane containing 3.1 g (19 mmol) of ferric chloride. The resulting mixture was allowed to react for another 1.5 hour and then another about 1 g of bromine was added. After 15 min, aqueous sodium bisulfite was added and the mixture was allowed to stand overnight. The organic phase was re...